Dataset: the Open Reaction Database (ORD), a public repository of structured organic reaction records. Task: describe an organic reaction: reactants, conditions, products, and yield Reactants: NC=1C=C(C(=O)C2CCN(CC2)C)C=CC1 (4-[3-aminobenzoyl]-1-methylpiperidine), FC1=CC=C(C=C1)N=C=O (4-fluorophenyl isocyanate). Solvent: C(Cl)Cl (methylene chloride), C(C)(=O)O (acetic acid), CO (methanol). Yields the product FC1=CC=C(C=C1)NC(NC=1C=C(C(=O)C2CCN(CC2)C)C=CC1)=O (4-[3-(4-fluorophenylureido)benzoyl]-1-methylpiperidine). The yield is 67.0%. Reaction SMILES: [NH2:1][C:2]1[CH:3]=[C:4]([CH:14]=[CH:15][CH:16]=1)[C:5]([CH:7]1[CH2:12][CH2:11][N:10]([CH3:13])[CH2:9][CH2:8]1)=[O:6].[F:17][C:18]1[CH:23]=[CH:22][C:21]([N:24]=[C:25]=[O:26])=[CH:20][CH:19]=1>C(Cl)Cl.C(O)(=O)C.CO>[F:17][C:18]1[CH:23]=[CH:22][C:21]([NH:24][C:25](=[O:26])[NH:1][C:2]2[CH:3]=[C:4]([CH:14]=[CH:15][CH:16]=2)[C:5]([CH:7]2[CH2:8][CH2:9][N:10]([CH3:13])[CH2:11][CH2:12]2)=[O:6])=[CH:20][CH:19]=1. Procedure: 4-[3-aminobenzoyl]-1-methylpiperidine (25 mg, 0.115 mmol) and 4-fluorophenyl isocyanate (39 μL, 0.344 mmol) in methylene chloride (2 mL) were mixed for 72 h at ambient temperature. The solution was diluted with 10% acetic acid in methanol and poured over a Varian Mega Bond Elut™ strong cation exchange column. The column was rinsed extensively with methanol to remove impurities, then treated with a 2M ammonia in methanol to elute the product from the column. The solvent was evaporated and the res...